The task is: describe an organic reaction: reactants, conditions, products, and yield. This data is from the Open Reaction Database (ORD), a public repository of structured organic reaction records. Reported procedure: The preparation was carried out in accordance with general synthesis instructions 4 from 2-methylindole and (4-tert-butyl-benzylidene)-dimethyl-ammonium chloride, which had been prepared in accordance with example 24 from 4-tert-butyl-benzaldehyde and dimethylamine. Reaction SMILES: [CH3:1][C:2]1[NH:3][C:4]2[C:9]([CH:10]=1)=[CH:8][CH:7]=[CH:6][CH:5]=2.[Cl-].[C:12]([C:16]1[CH:25]=[CH:24][C:19]([CH:20]=[N+:21]([CH3:23])[CH3:22])=[CH:18][CH:17]=1)([CH3:15])([CH3:14])[CH3:13].C(C1C=CC(C=O)=CC=1)(C)(C)C.CNC>>[C:12]([C:16]1[CH:17]=[CH:18][C:19]([CH:20]([N:21]([CH3:23])[CH3:22])[C:10]2[C:9]3[C:4](=[CH:5][CH:6]=[CH:7][CH:8]=3)[NH:3][C:2]=2[CH3:1])=[CH:24][CH:25]=1)([CH3:15])([CH3:13])[CH3:14] |f:1.2|. The reactants are CC=1NC2=CC=CC=C2C1 (2-methylindole), [Cl-].C(C)(C)(C)C1=CC=C(C=[N+](C)C)C=C1 ((4-tert-butyl-benzylidene)-dimethyl-ammonium chloride), C(C)(C)(C)C1=CC=C(C=O)C=C1 (4-tert-butyl-benzaldehyde), CNC (dimethylamine). Product: C(C)(C)(C)C1=CC=C(C=C1)C(C1=C(NC2=CC=CC=C12)C)N(C)C ([(4-tert-Butyl-phenyl)-(2-methyl-1H-indol-3-yl)-methyl]-dimethyl-amine). Starting materials: N([C@@H]([C@@H](C)CC)C(=O)N[C@@H](CSC(C1=CC=CC=C1)(C1=CC=CC=C1)C1=CC=CC=C1)C(=O)N[C@@H](CO)C(=O)N[C@@H](CC(C)C)C(=O)N[C@@H](CC1=CC=C(C=C1)OC(C)(C)C)C(=O)N[C@@H](CCC(N)=O)C(=O)N[C@@H](CC(C)C)C(=O)N[C@@H](CCC(OC(C)(C)C)=O)C(=O)N[C@@H](CC(N)=O)C(=O)N[C@@H](CC1=CC=C(C=C1)OC(C)(C)C)C(=O)N[C@@H](CSC(C1=CC=CC=C1)(C1=CC=CC=C1)C1=CC=CC=C1)C(=O)N[C@@H](CC(N)=O)C(=O)OC(C)(C)C)C(=O)OC(C)(C)C1=CC(OC)=CC(OC)=C1 (Ddz-Ile-Cys(Trt)-Ser-Leu-Tyr(But)-Gln-Leu-Glu(But)-Asn-Tyr(But)-Cys(Trt)-Asn-OBut), FC(C(=O)O)(F)F (trifluoroacetic acid), FC(C(=O)O)(F)F.C(Cl)Cl (trifluoroacetic acid methylene chloride), N1=CC=CC=C1 (pyridine), C1(=CC=CC=C1)OC (anisole). Run in C(Cl)Cl (methylene chloride), O (water), O (water). Run at time 4 hour. Product: N[C@@H]([C@@H](C)CC)C(=O)N[C@@H](CSC(C1=CC=CC=C1)(C1=CC=CC=C1)C1=CC=CC=C1)C(=O)N[C@@H](CO)C(=O)N[C@@H](CC(C)C)C(=O)N[C@@H](CC1=CC=C(C=C1)OC(C)(C)C)C(=O)N[C@@H](CCC(N)=O)C(=O)N[C@@H](CC(C)C)C(=O)N[C@@H](CCC(OC(C)(C)C)=O)C(=O)N[C@@H](CC(N)=O)C(=O)N[C@@H](CC1=CC=C(C=C1)OC(C)(C)C)C(=O)N[C@@H](CSC(C1=CC=CC=C1)(C1=CC=CC=C1)C1=CC=CC=C1)C(=O)N[C@@H](CC(N)=O)C(=O)OC(C)(C)C.FC(F)(F)C(=O)O (H-Ile-Cys(Trt)-Ser-Leu-Tyr(But)-Gln-Leu-Glu(OBut)-Asn-Tyr(But)-Cys(Trt)-Asn-OBut trifluoroacetate). Reaction SMILES: [NH:1](C(OC(C1C=C(OC)C=C(OC)C=1)(C)C)=O)[C@H:2]([C:7]([NH:9][C@H:10]([C:32]([NH:34][C@H:35]([C:38]([NH:40][C@H:41]([C:46]([NH:48][C@H:49]([C:62]([NH:64][C@H:65]([C:71]([NH:73][C@H:74]([C:79]([NH:81][C@H:82]([C:92]([NH:94][C@H:95]([C:100]([NH:102][C@H:103]([C:116]([NH:118][C@H:119]([C:141]([NH:143][C@H:144]([C:149]([O:151][C:152]([CH3:155])([CH3:154])[CH3:153])=[O:150])[CH2:145][C:146](=[O:148])[NH2:147])=[O:142])[CH2:120][S:121][C:122]([C:135]1[CH:140]=[CH:139][CH:138]=[CH:137][CH:136]=1)([C:129]1[CH:134]=[CH:133][CH:132]=[CH:131][CH:130]=1)[C:123]1[CH:128]=[CH:127][CH:126]=[CH:125][CH:124]=1)=[O:117])[CH2:104][C:105]1[CH:110]=[CH:109][C:108]([O:111][C:112]([CH3:115])([CH3:114])[CH3:113])=[CH:107][CH:106]=1)=[O:101])[CH2:96][C:97](=[O:99])[NH2:98])=[O:93])[CH2:83][CH2:84][C:85](=[O:91])[O:86][C:87]([CH3:90])([CH3:89])[CH3:88])=[O:80])[CH2:75][CH:76]([CH3:78])[CH3:77])=[O:72])[CH2:66][CH2:67][C:68](=[O:70])[NH2:69])=[O:63])[CH2:50][C:51]1[CH:56]=[CH:55][C:54]([O:57][C:58]([CH3:61])([CH3:60])[CH3:59])=[CH:53][CH:52]=1)=[O:47])[CH2:42][CH:43]([CH3:45])[CH3:44])=[O:39])[CH2:36][OH:37])=[O:33])[CH2:11][S:12][C:13]([C:26]1[CH:31]=[CH:30][CH:29]=[CH:28][CH:27]=1)([C:20]1[CH:25]=[CH:24][CH:23]=[CH:22][CH:21]=1)[C:14]1[CH:19]=[CH:18][CH:17]=[CH:16][CH:15]=1)=[O:8])[C@H:3]([CH2:5][CH3:6])[CH3:4].[F:172][C:173]([F:178])([F:177])[C:174]([OH:176])=[O:175].FC(F)(F)C(O)=O.C(Cl)Cl.C1(OC)C=CC=CC=1.N1C=CC=CC=1>O.C(Cl)Cl>[NH2:1][C@H:2]([C:7]([NH:9][C@H:10]([C:32]([NH:34][C@H:35]([C:38]([NH:40][C@H:41]([C:46]([NH:48][C@H:49]([C:62]([NH:64][C@H:65]([C:71]([NH:73][C@H:74]([C:79]([NH:81][C@H:82]([C:92]([NH:94][C@H:95]([C:100]([NH:102][C@H:103]([C:116]([NH:118][C@H:119]([C:141]([NH:143][C@H:144]([C:149]([O:151][C:152]([CH3:153])([CH3:154])[CH3:155])=[O:150])[CH2:145][C:146](=[O:148])[NH2:147])=[O:142])[CH2:120][S:121][C:122]([C:123]1[CH:124]=[CH:125][CH:126]=[CH:127][CH:128]=1)([C:135]1[CH:140]=[CH:139][CH:138]=[CH:137][CH:136]=1)[C:129]1[CH:130]=[CH:131][CH:132]=[CH:133][CH:134]=1)=[O:117])[CH2:104][C:105]1[CH:110]=[CH:109][C:108]([O:111][C:112]([CH3:114])([CH3:115])[CH3:113])=[CH:107][CH:106]=1)=[O:101])[CH2:96][C:97](=[O:99])[NH2:98])=[O:93])[CH2:83][CH2:84][C:85](=[O:91])[O:86][C:87]([CH3:88])([CH3:90])[CH3:89])=[O:80])[CH2:75][CH:76]([CH3:77])[CH3:78])=[O:72])[CH2:66][CH2:67][C:68](=[O:70])[NH2:69])=[O:63])[CH2:50][C:51]1[CH:56]=[CH:55][C:54]([O:57][C:58]([CH3:61])([CH3:60])[CH3:59])=[CH:53][CH:52]=1)=[O:47])[CH2:42][CH:43]([CH3:44])[CH3:45])=[O:39])[CH2:36][OH:37])=[O:33])[CH2:11][S:12][C:13]([C:26]1[CH:27]=[CH:28][CH:29]=[CH:30][CH:31]=1)([C:14]1[CH:19]=[CH:18][CH:17]=[CH:16][CH:15]=1)[C:20]1[CH:21]=[CH:22][CH:23]=[CH:24][CH:25]=1)=[O:8])[C@H:3]([CH2:5][CH3:6])[CH3:4].[F:172][C:173]([C:174]([OH:176])=[O:175])([F:178])[F:177] |f:2.3,8.9|. Reported procedure: 24 g (about 30 mmoles) of Ddz-Ile-Cys(Trt)-Ser-Leu-Tyr(But)-Gln-Leu-Glu(But)-Asn-Tyr(But)-Cys(Trt)-Asn-OBut are dissolved, whilst stirring, in a mixture of 8.75 ml (100 mmoles) of trifluoroacetic acid, 1.75 ml of water and 165 ml of methylene chloride (=about 175 ml of a 5% strength trifluoroacetic acid/methylene chloride solution containing 1% of water) and 17.5 ml of anisole. The mixture is stirred for 4 hours at room temperature. 10 ml (124 mmoles) of pyridine are then added and the mixture i... Reactants: C(C1=CC=CC=C1)OC(NC12CC3(CC2CC(C1)C3)C3=CC=C(C=C3)N3C(CCC3)=O)=O (benzyl[2-[4-(2-Oxopyrrolidin-1-yl)phenyl)hexahydro-2,5-methanopentalene-3a(1H)-yl]carbamate). The reagents and catalysts are [Pd] (Pd/C). Run in CO (MeOH). Run at time 2 hour. Product: NC12CC3(CC2CC(C1)C3)C3=CC=C(C=C3)N3C(CCC3)=O (1-[4-(3-aminotricyclo[3.3.1.03,7]non-1-yl)phenyl]pyrrolidin-2-one). The yield is 85.3%. Reaction SMILES: C(OC(=O)[NH:10][C:11]12[CH2:18][CH:17]3[CH2:19][C:13]([C:20]4[CH:25]=[CH:24][C:23]([N:26]5[CH2:30][CH2:29][CH2:28][C:27]5=[O:31])=[CH:22][CH:21]=4)([CH2:14][CH:15]1[CH2:16]3)[CH2:12]2)C1C=CC=CC=1>CO.[Pd]>[NH2:10][C:11]12[CH2:18][CH:17]3[CH2:19][C:13]([C:20]4[CH:25]=[CH:24][C:23]([N:26]5[CH2:30][CH2:29][CH2:28][C:27]5=[O:31])=[CH:22][CH:21]=4)([CH2:14][CH:15]1[CH2:16]3)[CH2:12]2. Procedure details: A mixture of benzyl[2-[4-(2-Oxopyrrolidin-1-yl)phenyl)hexahydro-2,5-methanopentalene-3a(1H)-yl]carbamate (0.73 g, 1.7 mmol) obtained in step I and Pd/C (10%, 0.4 g) in MeOH (17 mL) was stirred at room temperature under H2 atmosphere for 2 h. The reaction mixture was filtered through a pad of celite and the filtrate was concentrated under reduced pressure to obtain 1-[4-(3-aminotricyclo[3.3.1.03,7]non-1-yl)phenyl]pyrrolidin-2-one as an off-white solid (0.43 g, 85% yield). m/z (M+1) 297; 1H NMR (C... RXN SMILES: [CH3:20][O:21][C:22]([CH:23]([CH2:24][c:25]1[cH:26][cH:27][c:28](-[c:31]2[cH:32][cH:33][cH:34][cH:35][cH:36]2)[cH:29][cH:30]1)[NH2:37])=[O:38].[CH3:40][CH2:41][O:42][C:43]([CH3:44])=[O:45].[Cl:1][c:2]1[cH:3][c:4](-[c:9]2[cH:10][c:11]([C:16](=[O:17])[OH:18])[c:12]([OH:15])[cH:13][cH:14]2)[cH:5][cH:6][c:7]1[F:8].[ClH:19].[ClH:39]>>[Cl:1][c:2]1[cH:3][c:4](-[c:9]2[cH:10][c:11]([C:16](=[O:18])[NH:37][CH:23]([C:22]([O:21][CH3:20])=[O:38])[CH2:24][c:25]3[cH:26][cH:27][c:28](-[c:31]4[cH:32][cH:33][cH:34][cH:35][cH:36]4)[cH:29][cH:30]3)[c:12]([OH:15])[cH:13][cH:14]2)[cH:5][cH:6][c:7]1[F:8]. Starting materials: COC(=O)C(N)Cc1ccc(-c2ccccc2)cc1, CCOC(C)=O, O=C(O)c1cc(-c2ccc(F)c(Cl)c2)ccc1O, Cl, Cl. Yields the product COC(=O)C(Cc1ccc(-c2ccccc2)cc1)NC(=O)c1cc(-c2ccc(F)c(Cl)c2)ccc1O. Reactants: C(C)N(CCCO)CC (3-(diethylamino)propyl alcohol), NC(=S)N (thiourea), Br (hydrobromic acid). Yields the product Br.Br.C(C)N(CCCSC(N)=N)CC (S-[3-(Diethylamino)propyl]isothiourea dihydrobromide). Reaction SMILES: [CH2:1]([N:3]([CH2:8][CH3:9])[CH2:4][CH2:5][CH2:6]O)[CH3:2].[NH2:10][C:11]([NH2:13])=[S:12].[BrH:14]>>[BrH:14].[BrH:14].[CH2:1]([N:3]([CH2:8][CH3:9])[CH2:4][CH2:5][CH2:6][S:12][C:11](=[NH:10])[NH2:13])[CH3:2] |f:3.4.5|. Procedure details: A mixture of 3-(diethylamino)propyl alcohol (65.5 g), thiourea (38.0 g) and aqueous hydrobromic acid (48%, 25 ml) was boiled under reflux for 17 hours, and evaporated to dryness. The residue was triturated with ethanol and recrystallised from ethanol/methanol to give the title product, m.p. 125°-127° which was further recrystallised from absolute ethanol to give a 10.0 g sample with m.p. 144°-145°.